This data is from the Open Reaction Database (ORD), a public repository of structured organic reaction records. The task is: describe an organic reaction: reactants, conditions, products, and yield Starting materials: C, CCOC(C)=O, C=Cc1c(C)c(C#N)c2nc(C3CC3)oc2c1F, [H][H], [Pd]. Product: CCc1c(C)c(C#N)c2nc(C3CC3)oc2c1F. Reaction SMILES: [C:27].[CH3:21][CH2:22][O:23][C:24](=[O:25])[CH3:26].[CH:1]1([c:4]2[o:5][c:6]3[c:7]([n:8]2)[c:9]([C:17]#[N:18])[c:10]([CH3:16])[c:11]([CH:14]=[CH2:15])[c:12]3[F:13])[CH2:2][CH2:3]1.[H:19][H:20].[Pd:28]>>[CH:1]1([c:4]2[o:5][c:6]3[c:7]([n:8]2)[c:9]([C:17]#[N:18])[c:10]([CH3:16])[c:11]([CH2:14][CH3:15])[c:12]3[F:13])[CH2:2][CH2:3]1.